Dataset: the Open Reaction Database (ORD), a public repository of structured organic reaction records. Task: describe an organic reaction: reactants, conditions, products, and yield Reactants: COC=1C=C(C=C(C1OC)OC)C(CC(CC1=CC=C(C=C1)N)NC([C@H]1NCCC1)=O)=O (L-proline, 1-[2-(3,4,5-trimethoxyphenyl)-2-oxoethyl] 2-(4-aminophenyl)ethylamide), C(C1=CC=CC=C1)(=O)Cl (benzoyl chloride). The product is COC=1C=C(C=C(C1OC)OC)C(CC(CC1=CC=C(C=C1)NC(C1=CC=CC=C1)=O)NC([C@H]1NCCC1)=O)=O (L-proline, 1-[2-(3,4,5-trimethoxyphenyl)-2-oxoethyl] 2-(4-(N-benzoyl)aminophenyl)ethylamide). Yield: 53.4%. RXN SMILES: [CH3:1][O:2][C:3]1[CH:4]=[C:5]([C:13](=[O:32])[CH2:14][CH:15]([NH:24][C:25](=[O:31])[C@@H:26]2[CH2:30][CH2:29][CH2:28][NH:27]2)[CH2:16][C:17]2[CH:22]=[CH:21][C:20]([NH2:23])=[CH:19][CH:18]=2)[CH:6]=[C:7]([O:11][CH3:12])[C:8]=1[O:9][CH3:10].[C:33](Cl)(=[O:40])[C:34]1[CH:39]=[CH:38][CH:37]=[CH:36][CH:35]=1>>[CH3:12][O:11][C:7]1[CH:6]=[C:5]([C:13](=[O:32])[CH2:14][CH:15]([NH:24][C:25](=[O:31])[C@@H:26]2[CH2:30][CH2:29][CH2:28][NH:27]2)[CH2:16][C:17]2[CH:22]=[CH:21][C:20]([NH:23][C:33](=[O:40])[C:34]3[CH:39]=[CH:38][CH:37]=[CH:36][CH:35]=3)=[CH:19][CH:18]=2)[CH:4]=[C:3]([O:2][CH3:1])[C:8]=1[O:9][CH3:10]. Procedure details: Following the procedure described in Example 154, treatment of L-proline, 1-[2-(3,4,5-trimethoxyphenyl)-2-oxoethyl] 2-(4-aminophenyl)ethylamide (100 mg, 0.23 mmol) with benzoyl chloride (0.039 mL, 0.34 mmol) provided 67 mg of L-proline, 1-[2-(3,4,5-trimethoxyphenyl)-2-oxoethyl] 2-(4-(N-benzoyl)aminophenyl)ethylamide as a foam. Starting materials: [N+](=O)([O-])C1=C(C=C(C=C1)N1CCCCC1)C=1C=C(C(=O)OC)C=CN1 (methyl 2-(2-nitro-5-(piperidin-1-yl)phenyl)isonicotinate), [NH4+].[Cl-] (NH4Cl). The reagents and catalysts are [Fe] (iron). The solvent is O (water), CO (methanol). Conditions: temperature 70 celsius, time 4 hour. The product is NC1=C(C=C(C=C1)N1CCCCC1)C=1C=C(C(=O)OC)C=CN1 (methyl 2-(2-amino-5-(piperidin-1-yl)phenyl)isonicotinate). RXN SMILES: [N+:1]([C:4]1[CH:9]=[CH:8][C:7]([N:10]2[CH2:15][CH2:14][CH2:13][CH2:12][CH2:11]2)=[CH:6][C:5]=1[C:16]1[CH:17]=[C:18]([CH:23]=[CH:24][N:25]=1)[C:19]([O:21][CH3:22])=[O:20])([O-])=O.[NH4+].[Cl-]>CO.O.[Fe]>[NH2:1][C:4]1[CH:9]=[CH:8][C:7]([N:10]2[CH2:15][CH2:14][CH2:13][CH2:12][CH2:11]2)=[CH:6][C:5]=1[C:16]1[CH:17]=[C:18]([CH:23]=[CH:24][N:25]=1)[C:19]([O:21][CH3:22])=[O:20] |f:1.2|. Procedure: Into a 100-mL round bottom flask, was placed a solution of methyl 2-(2-nitro-5-(piperidin-1-yl)phenyl)isonicotinate (1.8 g, 5.28 mmol, 1.00 equiv) in methanol (15 mL), and a solution of NH4Cl (850 mg, 15.89 mmol, 3.00 equiv) in water (7.9 mL). This was followed by the addition of iron (2.9 g, 51.79 mmol, 9.99 equiv) in several batches at 70° C. The resulting solution was stirred for 4 h at 70° C. in an oil bath. The solids were filtered out. The resulting mixture was concentrated under vacuum. T... Starting materials: COC(=O)c1ccc(CNC(=O)OC(C)(C)C)c(F)c1, CCOC(C)=O, [Na+], C1COCCO1, [OH-]. Product: CC(C)(C)OC(=O)NCc1ccc(C(=O)O)cc1F. RXN SMILES: [CH3:1][O:2][C:3]([c:4]1[cH:5][c:6]([F:19])[c:7]([CH2:10][NH:11][C:12](=[O:13])[O:14][C:15]([CH3:16])([CH3:17])[CH3:18])[cH:8][cH:9]1)=[O:20].[CH3:29][CH2:30][O:31][C:32]([CH3:33])=[O:34].[Na+:22].[O:23]1[CH2:24][CH2:25][O:26][CH2:27][CH2:28]1.[OH-:21]>>[O:2]=[C:3]([c:4]1[cH:5][c:6]([F:19])[c:7]([CH2:10][NH:11][C:12](=[O:13])[O:14][C:15]([CH3:16])([CH3:17])[CH3:18])[cH:8][cH:9]1)[OH:20]. RXN SMILES: [C:23](=[O:24])([O-:25])[O-:26].[CH3:31][N:32]([CH3:33])[CH:34]=[O:35].[Cl:13][c:14]1[cH:15][c:16]([O:21][CH3:22])[c:17]([OH:20])[cH:18][cH:19]1.[F:1][c:2]1[c:3]([CH2:4][Cl:5])[c:6]([O:11][CH3:12])[cH:7][cH:8][c:9]1[F:10].[I-:30].[K+:27].[K+:28].[Na+:29].[OH2:36]>>[F:1][c:2]1[c:3]([CH2:4][O:20][c:17]2[c:16]([O:21][CH3:22])[cH:15][c:14]([Cl:13])[cH:19][cH:18]2)[c:6]([O:11][CH3:12])[cH:7][cH:8][c:9]1[F:10]. Starting materials: O=C([O-])[O-], CN(C)C=O, COc1cc(Cl)ccc1O, COc1ccc(F)c(F)c1CCl, [I-], [K+], [K+], [Na+], O. Yields the product COc1cc(Cl)ccc1OCc1c(OC)ccc(F)c1F. Starting materials: C(#N)[C@H]([C@@H](CC(F)(F)F)C)NS(=O)C1=CC=C(C=C1)C (N-[(1S, 2R)-1-cyano-4,4,4-trifluoro-2-methylbutyl]-4-methylbenzenesulfinamide), 250C, FC(C[C@H]([C@H](N)C(=O)O)C)(F)F (5,5,5-trifluoro-L-alloisoleucine), [NH4+].[Cl-] (NH4Cl), C=1(C(=CC=CC1)S(=O)(=O)O)C (toluenesulfonic acid). Run in Cl (hydrochloric acid). Yields the product Cl.FC(C[C@H]([C@H](N)C(=O)O)C)(F)F (5,5,5-Trifluoro-L-alloisoleucine Hydrochloride). Reaction SMILES: C([C@@H](NS(C1C=CC(C)=CC=1)=O)[C@H](C)CC(F)(F)F)#N.[F:21][C:22]([F:32])([F:31])[CH2:23][C@@H:24]([CH3:30])[C@@H:25]([C:27]([OH:29])=[O:28])[NH2:26].[NH4+].[Cl-:34].C1(C)C(S(O)(=O)=O)=CC=CC=1>Cl>[ClH:34].[F:21][C:22]([F:31])([F:32])[CH2:23][C@@H:24]([CH3:30])[C@@H:25]([C:27]([OH:29])=[O:28])[NH2:26] |f:2.3,6.7|. Procedure details: A suspension of N-[(1S, 2R)-1-cyano-4,4,4-trifluoro-2-methylbutyl]-4-methylbenzenesulfinamide (2.34 g, 7.69 mmol) in concentrated hydrochloric acid (75 mL) was heated to reflux for 18.5 h. After cooling to 250C, the reaction mixture was washed with diethyl ether several times. The aqueous layer was concentrated to give a mixture of 5,5,5-trifluoro-L-alloisoleucine, NH4Cl, and toluenesulfonic acid (2.35 g). The crude amino acid was used in the next step without further purification. Mass spectrum...